Task: describe an organic reaction: reactants, conditions, products, and yield. Dataset: the Open Reaction Database (ORD), a public repository of structured organic reaction records The reactants are B(Br)(Br)Br (boron tribromide), ( 41 ), ( 41 ), BrC1=CC(=C(C(=O)OC)C=C1F)OC (methyl 4-bromo-5-fluoro-2-methoxybenzoate), ( 99 ), ( 39 ). Solvent: C(Cl)Cl (DCM), C(Cl)Cl (DCM). Yields the product BrC1=CC(=C(C(=O)OC)C=C1F)O (METHYL 4-BROMO-5-FLUORO-2-HYDROXYBENZOATE). RXN SMILES: B(Br)(Br)Br.[Br:5][C:6]1[C:15]([F:16])=[CH:14][C:9]([C:10]([O:12][CH3:13])=[O:11])=[C:8]([O:17]C)[CH:7]=1>C(Cl)Cl>[Br:5][C:6]1[C:15]([F:16])=[CH:14][C:9]([C:10]([O:12][CH3:13])=[O:11])=[C:8]([OH:17])[CH:7]=1. Procedure details: Preparation according to Preparation 7, using boron tribromide (1.0 M, 25.0 ml, 25.2 mmol) in DCM (25 ml) and methyl 4-bromo-5-fluoro-2-methoxybenzoate (2.2 g, 8.4 mmol) in DCM (15 ml). Yield: 2.1 g. MS m/z (rel. intensity, 70 eV) 250 (M+, 40), 248 (M+, 41), 218 (99), 216 (bp), 188 (41), 186 (41), 81 (39). Reaction SMILES: [CH3:1][C:2]1[N:6](C(OCC2C=CC=CC=2)=O)[CH:5]=[N:4][C:3]=1[CH2:17][N:18]1[CH2:31][CH2:30][C:21]2[N:22]([CH3:29])[C:23]3[CH:24]=[CH:25][CH:26]=[CH:27][C:28]=3[C:20]=2[C:19]1=[O:32].C(O)C.Cl>CO>[CH3:29][N:22]1[C:23]2[CH:24]=[CH:25][CH:26]=[CH:27][C:28]=2[C:20]2[C:19](=[O:32])[N:18]([CH2:17][C:3]3[N:4]=[CH:5][NH:6][C:2]=3[CH3:1])[CH2:31][CH2:30][C:21]1=2. Yield: 75.0%. The solvent is CO (methanol). Reactants: CC1=C(N=CN1C(=O)OCC1=CC=CC=C1)CN1C(C2=C(N(C=3C=CC=CC23)C)CC1)=O (phenylmethyl 5-methyl-4-[(2,3,4,5-tetrahydro-5-methyl-1-oxo-1H-pyrido[4,3-b]indol-2-yl)methyl]-1H-imidazole-1-carboxylate), C(C)O (ethanol), Cl (hydrochloric acid). Reported procedure: A solution of phenylmethyl 5-methyl-4-[(2,3,4,5-tetrahydro-5-methyl-1-oxo-1H-pyrido[4,3-b]indol-2-yl)methyl]-1H-imidazole-1-carboxylate (134 mg) in a mixture of absolute ethanol and 2N hydrochloric acid (2:1; 30 ml) was heated on a steam bath for 15 min. After cooling, the solution was concentrated in vacuo to ca. 20 ml and diluted with water (40 ml). The mixture was then washed with ethyl acetate (2×40 ml) and the acidic aqueous layer was basified with potassium carbonate solution. The solution... The product is CN1C2=C(C=3C=CC=CC13)C(N(CC2)CC=2N=CNC2C)=O (2,3,4,5-Tetrahydro-5-methyl-2-[(5-methyl-1H-imidazol-4-yl)methyl]-1H-pyrido[4,3-b]indol-1-one).